From a dataset of the Open Reaction Database (ORD), a public repository of structured organic reaction records. describe an organic reaction: reactants, conditions, products, and yield Reactants: C1(CC1)COC1=C(C=C(C=C1)F)C=1C2=C(N=CN1)C(=C(N2COCC[Si](C)(C)C)C)C(=O)O (4-[2-(cyclopropylmethoxy)-5-fluorophenyl]-6-methyl-5-{[2-(trimethylsilyl)ethoxy]methyl}-5H-pyrrolo[3,2-d]pyrimidine-7-carboxylic acid), N[C@H]1CC[C@H](CC1)NC(OC(C)(C)C)=O (tert-butyl cis-(4-amino-cyclohexyl)-carbamate). The product is C(C)(C)(C)OC(NC1CCC(CC1)NC(=O)C1=C(N(C2=C1N=CN=C2C2=C(C=CC(=C2)F)OCC2CC2)COCC[Si](C)(C)C)C)=O (tert-Butyl(4-{[(4-[2-(cyclopropylmethoxy)-5-fluorophenyl]-6-methyl-5-{[2-(trimethylsilyl)ethoxy]methyl}-5H-pyrrolo[3,2-d]pyrimidin-7-yl)carbonyl]amino}cyclohexyl)carbamate). RXN SMILES: [CH:1]1([CH2:4][O:5][C:6]2[CH:11]=[CH:10][C:9]([F:12])=[CH:8][C:7]=2[C:13]2[C:14]3[N:21]([CH2:22][O:23][CH2:24][CH2:25][Si:26]([CH3:29])([CH3:28])[CH3:27])[C:20]([CH3:30])=[C:19]([C:31]([OH:33])=O)[C:15]=3[N:16]=[CH:17][N:18]=2)[CH2:3][CH2:2]1.[NH2:34][C@@H:35]1[CH2:40][CH2:39][C@H:38]([NH:41][C:42](=[O:48])[O:43][C:44]([CH3:47])([CH3:46])[CH3:45])[CH2:37][CH2:36]1>>[C:44]([O:43][C:42](=[O:48])[NH:41][CH:38]1[CH2:37][CH2:36][CH:35]([NH:34][C:31]([C:19]2[C:15]3[N:16]=[CH:17][N:18]=[C:13]([C:7]4[CH:8]=[C:9]([F:12])[CH:10]=[CH:11][C:6]=4[O:5][CH2:4][CH:1]4[CH2:2][CH2:3]4)[C:14]=3[N:21]([CH2:22][O:23][CH2:24][CH2:25][Si:26]([CH3:29])([CH3:27])[CH3:28])[C:20]=2[CH3:30])=[O:33])[CH2:40][CH2:39]1)([CH3:47])([CH3:45])[CH3:46]. Reported procedure: Starting from 4-[2-(cyclopropylmethoxy)-5-fluorophenyl]-6-methyl-5-{[2-(trimethylsilyl)ethoxy]methyl}-5H-pyrrolo[3,2-d]pyrimidine-7-carboxylic acid (example D.c3) and commercially available tert-butyl cis-(4-amino-cyclohexyl)-carbamate the title compound is obtained as pale yellow viscous oil. Reactants: C(C=C)NC(=O)NC=1C=CC2=C(N(C(=N2)CCCC)CC2=CC=C(C=C2)C=2C(=CC=CC2)C(=O)OC(C)(C)C)C1 (tert.butyl 4'-[(6-allylaminocarbonylamino-2-n-butyl-benzimidazol-1-yl)-methyl]biphenyl-2-carboxylate). Solvent: C(Cl)Cl.C(C)O (methylene chloride ethanol). Yields the product C(CCC)C1=NC2=C(N1CC1=CC=C(C=C1)C=1C(=CC=CC1)C(=O)OC(C)(C)C)C=C(C=C2)NC(=O)NCC2=CC=CC=C2 (tert.butyl 4'-[(2-n-butyl-6-benzylaminocarbonylamino-benzimidazol-1-yl)-methyl]biphenyl-2-carboxylate). Reaction SMILES: [CH2:1]([NH:4][C:5]([NH:7][C:8]1[CH:9]=[CH:10][C:11]2[N:15]=[C:14]([CH2:16][CH2:17][CH2:18][CH3:19])[N:13]([CH2:20][C:21]3[CH:26]=[CH:25][C:24]([C:27]4[C:28]([C:33]([O:35][C:36]([CH3:39])([CH3:38])[CH3:37])=[O:34])=[CH:29][CH:30]=[CH:31][CH:32]=4)=[CH:23][CH:22]=3)[C:12]=2[CH:40]=1)=[O:6])[CH:2]=[CH2:3]>C(Cl)Cl.C(O)C>[CH2:16]([C:14]1[N:13]([CH2:20][C:21]2[CH:22]=[CH:23][C:24]([C:27]3[C:28]([C:33]([O:35][C:36]([CH3:39])([CH3:38])[CH3:37])=[O:34])=[CH:29][CH:30]=[CH:31][CH:32]=3)=[CH:25][CH:26]=2)[C:12]2[CH:40]=[C:8]([NH:7][C:5]([NH:4][CH2:1][C:2]3[CH:12]=[CH:40][CH:8]=[CH:9][CH:3]=3)=[O:6])[CH:9]=[CH:10][C:11]=2[N:15]=1)[CH2:17][CH2:18][CH3:19] |f:1.2|. Procedure: tert.butyl 4'-[(6-allylaminocarbonylamino-2-n-butyl-benzimidazol-1-yl)-methyl]biphenyl-2-carboxylate oil, Rf value: 0.10 (Silica gel: methylene chloride/ethanol=19:1)